This data is from the Open Reaction Database (ORD), a public repository of structured organic reaction records. The task is: describe an organic reaction: reactants, conditions, products, and yield The reactants are CC(C)(C)C(=O)Cl, CN1Cc2c(C#CC(C)(C)O)ncn2-c2cccc(Cl)c2C1=O, c1ccncc1. Yields the product CN1Cc2c(C#CC(C)(C)OC(=O)C(C)(C)C)ncn2-c2cccc(Cl)c2C1=O. As a reaction SMILES: [C:24]([C:25]([CH3:26])([CH3:27])[CH3:28])(=[O:29])[Cl:30].[Cl:1][c:2]1[cH:3][cH:4][cH:5][c:6]2[c:7]1[C:8](=[O:23])[N:9]([CH3:22])[CH2:10][c:11]1[n:12]-2[cH:13][n:14][c:15]1[C:16]#[C:17][C:18]([CH3:19])([CH3:20])[OH:21].[cH:31]1[cH:32][cH:33][n:34][cH:35][cH:36]1>>[Cl:1][c:2]1[cH:3][cH:4][cH:5][c:6]2[c:7]1[C:8](=[O:23])[N:9]([CH3:22])[CH2:10][c:11]1[n:12]-2[cH:13][n:14][c:15]1[C:16]#[C:17][C:18]([CH3:19])([CH3:20])[O:21][C:24]([C:25]([CH3:26])([CH3:27])[CH3:28])=[O:29]. The reactants are CCOC(=O)C (EtOAc), C(C1=CC=CC=C1)OC1=NC=CC(=C1[N+](=O)[O-])Cl (2-benzyloxy-4-chloro-3-nitro-pyridine), C(=O)([O-])[O-].[Na+].[Na+] (Na2CO3), COC1=CC(=C(C=C1)B(O)O)C (4-methoxy-2-methylphenyl boronic acid). Reagents/catalysts: Cl[Pd]([P](C1=CC=CC=C1)(C2=CC=CC=C2)C3=CC=CC=C3)([P](C4=CC=CC=C4)(C5=CC=CC=C5)C6=CC=CC=C6)Cl (Pd(PPh3)2Cl2). The solvent is O (H2O), C(C)O (ethanol), C1(=CC=CC=C1)C (toluene). Product: C(C1=CC=CC=C1)OC1N=CC=C(C1[N+](=O)[O-])C1=C(C=C(C=C1)OC)C (2-benzyloxy-4-(4-methoxy-2-methyl-phenyl)-3-nitro-2,3-dihydro-pyridine). Isolated yield 78.0%. Reaction SMILES: [CH2:1]([O:8][C:9]1[C:14]([N+:15]([O-:17])=[O:16])=[C:13](Cl)[CH:12]=[CH:11][N:10]=1)[C:2]1[CH:7]=[CH:6][CH:5]=[CH:4][CH:3]=1.C([O-])([O-])=O.[Na+].[Na+].[CH3:25][O:26][C:27]1[CH:32]=[CH:31][C:30](B(O)O)=[C:29]([CH3:36])[CH:28]=1.CCOC(C)=O>C(O)C.C1(C)C=CC=CC=1.Cl[Pd](Cl)([P](C1C=CC=CC=1)(C1C=CC=CC=1)C1C=CC=CC=1)[P](C1C=CC=CC=1)(C1C=CC=CC=1)C1C=CC=CC=1.O>[CH2:1]([O:8][CH:9]1[CH:14]([N+:15]([O-:17])=[O:16])[C:13]([C:30]2[CH:31]=[CH:32][C:27]([O:26][CH3:25])=[CH:28][C:29]=2[CH3:36])=[CH:12][CH:11]=[N:10]1)[C:2]1[CH:7]=[CH:6][CH:5]=[CH:4][CH:3]=1 |f:1.2.3,^1:55,74|. Procedure details: To a solution of 2-benzyloxy-4-chloro-3-nitro-pyridine (Wilde, et al. WO 99/01454, which is incorporated herein by reference) (0.98 g, 3.7 mmol) in ethanol (10 mL) and toluene (40 mL), was added Na2CO3 (4.6 mL, 2M), 4-methoxy-2-methylphenyl boronic acid (1.0 g, 5.6 mmol), and Pd(PPh3)2Cl2 (0.156 g, 0.22 mmol) and the mixture was heated at reflux for 5 h. The reaction was cooled and poured into EtOAc and H2O (500 mL). The EtOAc layer was washed with H2O, brine, dried Na2SO4, filtered and concentr... Starting materials: C(C)OC(C=C(OCC)N)=O (β-amino-β-ethoxyacrylic acid ethyl ester), C1(=CC=C(C=C1)S(=O)(=O)O)C (p-toluenesulphonic acid), BrC=1C=C(CNN)C=CC1Cl (3 -bromo-4-chlorobenzylhydrazine). Run in C(C)O (ethanol). Conditions: time 8 hour. Product: NC=1NN(C(C1)=O)CC1=CC(=C(C=C1)Cl)Br (3-Amino-1-(3-bromo-4-chlorobenzyl)-pyrazol-5-one). Reaction SMILES: C([O:3][C:4](=O)[CH:5]=[C:6]([NH2:10])OCC)C.C1(C)C=CC(S(O)(=O)=O)=CC=1.[Br:23][C:24]1[CH:25]=[C:26]([CH:30]=[CH:31][C:32]=1[Cl:33])[CH2:27][NH:28][NH2:29]>C(O)C>[NH2:10][C:6]1[NH:29][N:28]([CH2:27][C:26]2[CH:30]=[CH:31][C:32]([Cl:33])=[C:24]([Br:23])[CH:25]=2)[C:4](=[O:3])[CH:5]=1. Procedure: 49 g of β-amino-β-ethoxyacrylic acid ethyl ester and 2 g of p-toluenesulphonic acid were dissolved in 225 ml of ethanol and 72 g of 3 -bromo-4-chlorobenzylhydrazine were added under nitrogen. After standing overnight, the compound identified above had settled out as a precipitate and was filtered off and recrystallised twice from ethanol. Melting point: 171°-172° C, 40 g (43%). The reactants are Nc1ccc(Br)cc1F, CC(C)O, COCCOc1cc2ncnc(Cl)c2cc1OC. Product: Cl, COCCOc1cc2ncnc(Nc3ccc(Br)cc3F)c2cc1OC. RXN SMILES: [Br:19][c:20]1[cH:21][c:22]([F:27])[c:23]([NH2:24])[cH:25][cH:26]1.[CH:28]([OH:29])([CH3:30])[CH3:31].[Cl:1][c:2]1[n:3][cH:4][n:5][c:6]2[cH:7][c:8]([O:14][CH2:15][CH2:16][O:17][CH3:18])[c:9]([O:12][CH3:13])[cH:10][c:11]12>>[ClH:1].[c:2]1([NH:24][c:23]2[c:22]([F:27])[cH:21][c:20]([Br:19])[cH:26][cH:25]2)[n:3][cH:4][n:5][c:6]2[cH:7][c:8]([O:14][CH2:15][CH2:16][O:17][CH3:18])[c:9]([O:12][CH3:13])[cH:10][c:11]12.